Dataset: the Open Reaction Database (ORD), a public repository of structured organic reaction records. Task: describe an organic reaction: reactants, conditions, products, and yield Reactants: C1COCCN1, CO, Clc1nc(Cl)c2scnc2n1. Product: Clc1nc(N2CCOCC2)c2scnc2n1. Reaction SMILES: [CH2:12]1[CH2:13][O:14][CH2:15][CH2:16][NH:17]1.[CH3:18][OH:19].[Cl:1][c:2]1[n:3][c:4]([Cl:11])[c:5]2[c:6]([n:7]1)[n:8][cH:9][s:10]2>>[Cl:1][c:2]1[n:3][c:4]([N:17]2[CH2:12][CH2:13][O:14][CH2:15][CH2:16]2)[c:5]2[c:6]([n:7]1)[n:8][cH:9][s:10]2. Reactants: COC(CC(C)=O)OC (acetylacetaldehyde dimethylacetal), NC1=NC(=NN1)NS(=O)(=O)C1=C(C=CC=C1)Cl (N-(5-amino-1,2,4-triazol-3-yl)-2-chlorobenzenesulfonamide). Run in C(C)(=O)O (acetic acid). The product is ClC1=C(C=CC=C1)S(=O)(=O)NC1=NN2C(N=CC=C2C)=N1 (2-Chloro-N-(7-methyl-1,2,4-triazolo[1,5-a]pyrimidin-2-yl)benzenesulfonamide). Isolated yield 59.3%. RXN SMILES: CO[CH:3](OC)[CH2:4][C:5](=O)[CH3:6].[NH2:10][C:11]1[NH:15][N:14]=[C:13]([NH:16][S:17]([C:20]2[CH:25]=[CH:24][CH:23]=[CH:22][C:21]=2[Cl:26])(=[O:19])=[O:18])[N:12]=1>C(O)(=O)C>[Cl:26][C:21]1[CH:22]=[CH:23][CH:24]=[CH:25][C:20]=1[S:17]([NH:16][C:13]1[N:12]=[C:11]2[N:10]=[CH:3][CH:4]=[C:5]([CH3:6])[N:15]2[N:14]=1)(=[O:18])=[O:19]. Reported procedure: A sample of 3.0 ml (2.7 g, 20 mmol) of acetylacetaldehyde dimethylacetal was added to a solution of 2.74 g (10.0 mmol) of N-(5-amino-1,2,4-triazol-3-yl)-2-chlorobenzenesulfonamide in 20 ml of glacial acetic acid at reflux over 12 hours. After the addition was complete the reaction mixture was heated at reflux for 15 hours and cooled to room temperature. The solid which separated was collected by filtration, washed with acetic acid and dried to yield 1.92 g (59 percent) of the desired product as ...